Dataset: the Open Reaction Database (ORD), a public repository of structured organic reaction records. Task: describe an organic reaction: reactants, conditions, products, and yield Reactants: [H-].C(C(C)C)[Al+]CC(C)C (diisobutylaluminum hydride), [H-].C(C(C)C)[Al+]CC(C)C (diisobutylaluminum hydride), C(C)OC(=O)C=1C=C2C(=C(C=NC2=CC1)S(=O)(=O)C)C1=CC=CC=C1 (3-Methanesulfonyl-4-phenyl-quinoline-6-carboxylic acid ethyl ester), [H-] (hydride). The solvent is C1CCOC1 (THF), C1CCOC1 (THF), O1CCCC1 (tetrahydrofuran), C1CCOC1 (THF). Run at temperature 0 celsius, time 1 hour. The product is CS(=O)(=O)C=1C=NC2=CC=C(C=C2C1C1=CC=CC=C1)CO ((3-methanesulfonyl-4-phenyl-quinolin-6-yl)-methanol). Isolated yield 79.8%. As a reaction SMILES: C([O:3][C:4]([C:6]1[CH:7]=[C:8]2[C:13](=[CH:14][CH:15]=1)[N:12]=[CH:11][C:10]([S:16]([CH3:19])(=[O:18])=[O:17])=[C:9]2[C:20]1[CH:25]=[CH:24][CH:23]=[CH:22][CH:21]=1)=O)C.[H-].[H-].C([Al+]CC(C)C)C(C)C>O1CCCC1>[CH3:19][S:16]([C:10]1[CH:11]=[N:12][C:13]2[C:8]([C:9]=1[C:20]1[CH:25]=[CH:24][CH:23]=[CH:22][CH:21]=1)=[CH:7][C:6]([CH2:4][OH:3])=[CH:15][CH:14]=2)(=[O:18])=[O:17] |f:2.3|. Procedure details: 3-Methanesulfonyl-4-phenyl-quinoline-6-carboxylic acid ethyl ester (example 61g, 100 mg, 0.28 mmol) in anhydrous tetrahydrofuran (8 mL) was cooled to 0° C. First portion of diisobutylaminum hydride in THF (1 M, 930 uL, 0.93 mmol) was added to the above mixture, and the reaction went for 1 hr at about room temperature. Then the reaction was cooled to 0° C., and second portion of diisobutylaluminum hydride in THF (1 M, 930 uL, 0.93 mmol) was added. The reaction continued for another 45 min at abou... Starting materials: B, O=C(CBr)c1csc(C(F)(F)F)n1, C1CCOC1. The product is OC(CBr)c1csc(C(F)(F)F)n1. As a reaction SMILES: [BH3:1].[Br:2][CH2:3][C:4](=[O:5])[c:6]1[n:7][c:8]([C:11]([F:12])([F:13])[F:14])[s:9][cH:10]1.[O:15]1[CH2:16][CH2:17][CH2:18][CH2:19]1>>[Br:2][CH2:3][CH:4]([OH:5])[c:6]1[n:7][c:8]([C:11]([F:12])([F:13])[F:14])[s:9][cH:10]1. Reactants: Cl (hydrochloric acid), COC(=O)C=1C=C(C=C2CC(C(NC12)C=1C=C(C=CC1)C1=CC=C(C=C1)C(C)C)(C)C)Cl (6-chloro-2-(4′-isopropyl-biphenyl-3-yl)-3,3-dimethyl-1,2,3,4-tetrahydro-quinoline-8-carboxylic acid methyl ester), [OH-].[Na+] (sodium hydroxide). Run in CO (methanol), O1CCCC1 (tetrahydrofuran), O (water). Conditions: temperature 70 celsius, time 6 hour. Product: ClC=1C=C2CC(C(NC2=C(C1)C(=O)O)C=1C=C(C=CC1)C1=CC=C(C=C1)C(C)C)(C)C (6-chloro-2-(4′-isopropyl-biphenyl-3-yl)-3,3-dimethyl-1,2,3,4-tetrahydro-quinoline-8-carboxylic acid). Yield: 89.9%. Reaction SMILES: C[O:2][C:3]([C:5]1[CH:6]=[C:7]([Cl:32])[CH:8]=[C:9]2[C:14]=1[NH:13][CH:12]([C:15]1[CH:16]=[C:17]([C:21]3[CH:26]=[CH:25][C:24]([CH:27]([CH3:29])[CH3:28])=[CH:23][CH:22]=3)[CH:18]=[CH:19][CH:20]=1)[C:11]([CH3:31])([CH3:30])[CH2:10]2)=[O:4].[OH-].[Na+].Cl>CO.O1CCCC1.O>[Cl:32][C:7]1[CH:8]=[C:9]2[C:14](=[C:5]([C:3]([OH:4])=[O:2])[CH:6]=1)[NH:13][CH:12]([C:15]1[CH:16]=[C:17]([C:21]3[CH:22]=[CH:23][C:24]([CH:27]([CH3:28])[CH3:29])=[CH:25][CH:26]=3)[CH:18]=[CH:19][CH:20]=1)[C:11]([CH3:30])([CH3:31])[CH2:10]2 |f:1.2|. Procedure details: To a stirred mixture solution of 6-chloro-2-(4′-isopropyl-biphenyl-3-yl)-3,3-dimethyl-1,2,3,4-tetrahydro-quinoline-8-carboxylic acid methyl ester (400 mg, 0.9 mmol) in methanol (5.0 mL) and tetrahydrofuran (6.0 mL) was added 50% sodium hydroxide in water (2.0 mL). The reaction mixture was stirred at 70° C. for 6 hours. The mixture was neutralized with a 3 N aqueous hydrochloric acid solution and extracted with ethyl acetate (2×100 mL), washed with water, dried over anhydrous sodium sulfate and t... Yields the product O[C@H](C(=O)N1CCN(CC1)CC1=C(C=2N=C(N=C(C2S1)N1CCOCC1)C=1C=NC=NC1)C)C ((S)-2-hydroxy-1-(4-((7-methyl-4-morpholino-2-(pyrimidin-5-yl)thieno[3,2-d]pyrimidin-6-yl)methyl)piperazin-1-yl)propan-1-one). The yield is 69.3%. As a reaction SMILES: Cl[C:2]1[N:3]=[C:4]([N:24]2[CH2:29][CH2:28][O:27][CH2:26][CH2:25]2)[C:5]2[S:10][C:9]([CH2:11][N:12]3[CH2:17][CH2:16][N:15]([C:18](=[O:22])[C@@H:19]([OH:21])[CH3:20])[CH2:14][CH2:13]3)=[C:8]([CH3:23])[C:6]=2[N:7]=1.B(O)(O)[C:31]1[CH:36]=[N:35][CH:34]=[N:33][CH:32]=1>>[OH:21][C@@H:19]([CH3:20])[C:18]([N:15]1[CH2:16][CH2:17][N:12]([CH2:11][C:9]2[S:10][C:5]3[C:4]([N:24]4[CH2:29][CH2:28][O:27][CH2:26][CH2:25]4)=[N:3][C:2]([C:31]4[CH:32]=[N:33][CH:34]=[N:35][CH:36]=4)=[N:7][C:6]=3[C:8]=2[CH3:23])[CH2:13][CH2:14]1)=[O:22]. Procedure: (S)-1-(4-((2-Chloro-7-methyl-4-morpholinothieno[3,2-d]pyrimidin-6-yl)methyl)piperazin-1-yl)-2-hydroxypropan-1-one (60 mg) was reacted with 28 mg of pyrimidin-5-yl-5-boronic acid via General Procedure A to give 45.7 mg of 205. MS (Q1) 484.3 (M)+. Starting materials: ClC=1N=C(C2=C(N1)C(=C(S2)CN2CCN(CC2)C([C@H](C)O)=O)C)N2CCOCC2 ((S)-1-(4-((2-Chloro-7-methyl-4-morpholinothieno[3,2-d]pyrimidin-6-yl)methyl)piperazin-1-yl)-2-hydroxypropan-1-one), B(C1=CN=CN=C1)(O)O (pyrimidin-5-yl-5-boronic acid). Starting materials: ICI (diiodomethane), C(C)[Zn]CC (diethyl zinc), C(C)(=O)OC[C@H]1O[C@H]([C@@H]([C@H]([C@@H]1OCC1=CC=CC=C1)OCC1=CC=CC=C1)OCC1=CC=CC=C1)C1=C(C=C(C(=C1)CC1=CC=C(C=C1)OCC)Cl)OC\C=C/CO (((2R,3R,4R,5S,6S)-3,4,5-tris(benzyloxy)-6-(4-chloro-5-(4-ethoxybenzyl)-2-((Z)-4-hydroxybut-2-enyloxy)phenyl)tetrahydro-2H-pyran-2-yl)methyl acetate). Run in ClCCl (dichloromethane), ClCCl (dichloromethane). Reaction conditions: temperature -78 celsius, time 15 minute. Yields the product C(C)(=O)OC[C@H]1O[C@H]([C@@H]([C@H]([C@@H]1OCC1=CC=CC=C1)OCC1=CC=CC=C1)OCC1=CC=CC=C1)C1=C(C=C(C(=C1)CC1=CC=C(C=C1)OCC)Cl)OCC1C(C1)CO (((2R,3R,4R,5S,6S)-3,4,5-tris(benzyloxy)-6-(4-chloro-5-(4-ethoxybenzyl)-2-((2-(hydroxymethyl)cyclopropyl)methoxy)phenyl)tetrahydro-2H-pyran-2-yl)methyl acetate). The yield is 100.0%. Reaction SMILES: ICI.[CH2:4]([Zn]CC)C.[C:9]([O:12][CH2:13][C@@H:14]1[C@@H:19]([O:20][CH2:21][C:22]2[CH:27]=[CH:26][CH:25]=[CH:24][CH:23]=2)[C@H:18]([O:28][CH2:29][C:30]2[CH:35]=[CH:34][CH:33]=[CH:32][CH:31]=2)[C@@H:17]([O:36][CH2:37][C:38]2[CH:43]=[CH:42][CH:41]=[CH:40][CH:39]=2)[C@H:16]([C:44]2[CH:49]=[C:48]([CH2:50][C:51]3[CH:56]=[CH:55][C:54]([O:57][CH2:58][CH3:59])=[CH:53][CH:52]=3)[C:47]([Cl:60])=[CH:46][C:45]=2[O:61][CH2:62]/[CH:63]=[CH:64]\[CH2:65][OH:66])[O:15]1)(=[O:11])[CH3:10]>ClCCl>[C:9]([O:12][CH2:13][C@@H:14]1[C@@H:19]([O:20][CH2:21][C:22]2[CH:27]=[CH:26][CH:25]=[CH:24][CH:23]=2)[C@H:18]([O:28][CH2:29][C:30]2[CH:31]=[CH:32][CH:33]=[CH:34][CH:35]=2)[C@@H:17]([O:36][CH2:37][C:38]2[CH:43]=[CH:42][CH:41]=[CH:40][CH:39]=2)[C@H:16]([C:44]2[CH:49]=[C:48]([CH2:50][C:51]3[CH:56]=[CH:55][C:54]([O:57][CH2:58][CH3:59])=[CH:53][CH:52]=3)[C:47]([Cl:60])=[CH:46][C:45]=2[O:61][CH2:62][CH:63]2[CH2:4][CH:64]2[CH2:65][OH:66])[O:15]1)(=[O:11])[CH3:10]. Procedure: To a solution of diiodomethane (0.66 mL, 8.09 mmol) in dichloromethane (10 mL) was added diethyl zinc (1.1M solution in toluene, 3.7 mL, 4.05 mmol) at 0° C. and stirred for 15 min. The reaction mixture was cooled to −78° C. and ((2R,3R,4R,5S,6S)-3,4,5-tris(benzyloxy)-6-(4-chloro-5-(4-ethoxybenzyl)-2-((Z)-4-hydroxybut-2-enyloxy)phenyl)tetrahydro-2H-pyran-2-yl)methyl acetate (46, 0.82 mg, 1.01 mmol) in dichloromethane (5 mL) was added dropwise to the reaction mixture, slowly warmed up to −20° C. f... Reactants: O=C([O-])O, CCOCC, [Na+], O=C1CCOc2ccccc21. Product: O=C1CCOc2ccccc2C1. As a reaction SMILES: [C:17](=[O:18])([OH:19])[O-:20].[CH3:12][CH2:13][O:14][CH2:15][CH3:16].[Na+:21].[O:1]1[CH2:2][CH2:3][C:4](=[O:11])[c:5]2[cH:6][cH:7][cH:8][cH:9][c:10]21>>[O:1]1[CH2:2][CH2:3][C:4](=[O:11])[CH2:12][c:5]2[cH:6][cH:7][cH:8][cH:9][c:10]21. Starting materials: NC(CCCC(=O)OC)C1=C(C=CC=C1OC)OC (methyl 5-amino-5-(2,6-dimethoxyphenyl)pentanoate), C1(=CC=CC=C1)C=1C=C(C=O)C=CN1 (2-phenylisonicotinaldehyde). Yields the product COC1=C(C(=CC=C1)OC)C1CCCC(N1CC1=CC(=NC=C1)C1=CC=CC=C1)=O (6-(2,6-dimethoxyphenyl)-1-((2-phenylpyridin-4-yl)methyl)piperidin-2-one). Reaction SMILES: [NH2:1][CH:2]([C:10]1[C:15]([O:16][CH3:17])=[CH:14][CH:13]=[CH:12][C:11]=1[O:18][CH3:19])[CH2:3][CH2:4][CH2:5][C:6]([O:8]C)=O.[C:20]1([C:26]2[CH:27]=[C:28]([CH:31]=[CH:32][N:33]=2)[CH:29]=O)[CH:25]=[CH:24][CH:23]=[CH:22][CH:21]=1>>[CH3:19][O:18][C:11]1[CH:12]=[CH:13][CH:14]=[C:15]([O:16][CH3:17])[C:10]=1[CH:2]1[N:1]([CH2:29][C:28]2[CH:31]=[CH:32][N:33]=[C:26]([C:20]3[CH:21]=[CH:22][CH:23]=[CH:24][CH:25]=3)[CH:27]=2)[C:6](=[O:8])[CH2:5][CH2:4][CH2:3]1. Procedure details: Prepared according to the described general procedure 1 (GP1) by reaction of methyl 5-amino-5-(2,6-dimethoxyphenyl)pentanoate with 2-phenylisonicotinaldehyde. Subsequent purification by preparative HPLC afforded the target compound. LC-MS (conditions A): tR=0.63 min.; [M+H]+: 403.13 g/mol.